This data is from the Open Reaction Database (ORD), a public repository of structured organic reaction records. The task is: describe an organic reaction: reactants, conditions, products, and yield Reactants: ClC=1C=C2N=C3CCCCC3=C(C2=CC1)Cl (6,9-dichloro-1,2,3,4-tetrahydroacridine), C(C)N1CCC(CC1)N (1-ethylpiperidin-4-amine). Product: ClC=1C=C2N=C3CCCCC3=C(C2=CC1)NC1CCN(CC1)CC (6-Chloro-N-(1-ethylpiperidin-4-yl)-1,2,3,4-tetrahydroacridin-9-amine). RXN SMILES: [Cl:1][C:2]1[CH:3]=[C:4]2[C:13](=[CH:14][CH:15]=1)[C:12](Cl)=[C:11]1[C:6]([CH2:7][CH2:8][CH2:9][CH2:10]1)=[N:5]2.[CH2:17]([N:19]1[CH2:24][CH2:23][CH:22]([NH2:25])[CH2:21][CH2:20]1)[CH3:18]>>[Cl:1][C:2]1[CH:3]=[C:4]2[C:13](=[CH:14][CH:15]=1)[C:12]([NH:25][CH:22]1[CH2:23][CH2:24][N:19]([CH2:17][CH3:18])[CH2:20][CH2:21]1)=[C:11]1[C:6]([CH2:7][CH2:8][CH2:9][CH2:10]1)=[N:5]2. Reported procedure: Following the general procedure of Example 1 and making non-critical variations but using 6,9-dichloro-1,2,3,4-tetrahydroacridine and 1-ethylpiperidin-4-amine, the title compound was obtained; MS (Found M+1=344). The reactants are CCN(CC)C(=O)CBr, CO, C[O-], [Na+], O=C(O)CCS. Yields the product CCN(CC)C(=O)CSCCC(=O)O. Reaction SMILES: [Br:10][CH2:11][C:12](=[O:13])[N:14]([CH2:15][CH3:16])[CH2:17][CH3:18].[CH3:19][OH:20].[CH3:7][O-:8].[Na+:9].[SH:1][CH2:2][CH2:3][C:4](=[O:5])[OH:6]>>[S:1]([CH2:2][CH2:3][C:4](=[O:5])[OH:6])[CH2:11][C:12](=[O:13])[N:14]([CH2:15][CH3:16])[CH2:17][CH3:18]. The reactants are COc1cc2c(cc1OC)C1CC(OC(=O)C(NC(=O)OCc3ccccc3)C(C)C)C(CC(C)C)CN1CC2, CO. The product is COc1cc2c(cc1OC)C1CC(OC(=O)C(N)C(C)C)C(CC(C)C)CN1CC2. Reaction SMILES: [CH2:1]([CH:2]([CH3:3])[CH3:4])[CH:5]1[CH:6]([O:23][C:24]([CH:25]([CH:26]([CH3:27])[CH3:28])[NH:29][C:30]([O:31][CH2:32][c:33]2[cH:34][cH:35][cH:36][cH:37][cH:38]2)=[O:39])=[O:40])[CH2:7][CH:8]2[N:9]([CH2:10][CH2:11][c:12]3[cH:13][c:14]([O:20][CH3:21])[c:15]([O:18][CH3:19])[cH:16][c:17]32)[CH2:22]1.[CH3:41][OH:42]>>[CH2:1]([CH:2]([CH3:3])[CH3:4])[CH:5]1[CH:6]([O:23][C:24]([CH:25]([CH:26]([CH3:27])[CH3:28])[NH2:29])=[O:40])[CH2:7][CH:8]2[N:9]([CH2:10][CH2:11][c:12]3[cH:13][c:14]([O:20][CH3:21])[c:15]([O:18][CH3:19])[cH:16][c:17]32)[CH2:22]1. The reactants are C1(=CC=C(C=C1)[Si](OC(C)C)(C)CCl)C1=CC=CC=C1 ((1,1'-biphenyl-4-yl)(chloromethyl)methyl(2-propoxy)silane), BrC1=CC=C(C=C1)F (4-bromofluorobenzene), C(CCC)[Li] (n-butyllithium). Solvent: O1CCCC1 (tetrahydrofuran), CCCCCC (hexane). Run at time 30 minute. Product: C1(=CC=C(C=C1)[SiH](CC1=CC=C(C=C1)F)CCl)C1=CC=CC=C1 ((1,1'-Biphenyl-4-yl)chloromethyl(4-fluorophenyl)methylsilane). As a reaction SMILES: [C:1]1([C:15]2[CH:20]=[CH:19][CH:18]=[CH:17][CH:16]=2)[CH:6]=[CH:5][C:4]([Si:7]([CH2:13][Cl:14])([CH3:12])OC(C)C)=[CH:3][CH:2]=1.Br[C:22]1[CH:27]=[CH:26][C:25]([F:28])=[CH:24][CH:23]=1.C([Li])CCC>O1CCCC1.CCCCCC>[C:1]1([C:15]2[CH:16]=[CH:17][CH:18]=[CH:19][CH:20]=2)[CH:2]=[CH:3][C:4]([SiH:7]([CH2:13][Cl:14])[CH2:12][C:22]2[CH:27]=[CH:26][C:25]([F:28])=[CH:24][CH:23]=2)=[CH:5][CH:6]=1. Procedure: A solution of 10.0 g (32.8 mmol) of (1,1'-biphenyl-4-yl)(chloromethyl)methyl(2-propoxy)silane and 3.6 ml (32.8 mmol) of 4-bromofluorobenzene in 30 ml of dry tetrahydrofuran was cooled to -60° under nitrogen and stirred while 20.5 ml (32.8 mmol) of 1.6 molar n-butyllithium in hexane was added at a rate that held the mixture below 50°. After stirring at -70° for another 30 minutes, the solution was allowed to warm to room temperature and was worked up as in Example 8. The resulting crude product w... Reactants: O (water), CC(C)([O-])C.[K+] (potassium t-butoxide), N#CN (cyanamide), COC=1C=C2C(=C(NC2=CC1)C)\C=C/1\C(N=C(S1)SC)=O ((Z)-5-[(5-methoxy-2-methyl-1H-indol-3-yl)methylene]-2-(methylthio)- 4(5H)-thiazolone). The solvent is C(C)(C)(C)O (t-butanol). Product: COC=1C=C2C(=C(NC2=CC1)C)\C=C/1\C(N=C(S1)NC#N)=O ((Z)- [4,5-dihydro-5-[(5-methoxy-2-methyl-1H-indol-3-yl)methylene]-4-oxo-2-thiazolyl]cyanamide). Yield: 73.8%. Reaction SMILES: CC(C)([O-])C.[K+].[N:7]#[C:8][NH2:9].[CH3:10][O:11][C:12]1[CH:13]=[C:14]2[C:18](=[CH:19][CH:20]=1)[NH:17][C:16]([CH3:21])=[C:15]2/[CH:22]=[C:23]1/[C:24](=[O:30])[N:25]=[C:26](SC)[S:27]/1.O>C(O)(C)(C)C>[CH3:10][O:11][C:12]1[CH:13]=[C:14]2[C:18](=[CH:19][CH:20]=1)[NH:17][C:16]([CH3:21])=[C:15]2/[CH:22]=[C:23]1/[C:24](=[O:30])[N:25]=[C:26]([NH:9][C:8]#[N:7])[S:27]/1 |f:0.1|. Procedure: To a room temperature suspension of potassium t-butoxide (73 mg, .65 mmols) and cyanamide (96 mg, 2.27 mmols) in 10 mL of t-butanol is added (Z)-5-[(5-methoxy-2-methyl-1H-indol-3-yl)methylene]-2-(methylthio)- 4(5H)-thiazolone (146 mg, 0.46 mmols). The mixture is heated at reflux for 5 minutes, then cooled to room temperature. The mixture is poured into 50 mL of water and the orange solution is washed with diethyl ether. The layers are separated and the aqueous layer is acidified with 10% aqueous... Reactants: CO, CCC(CC)C(N=[N+]=[N-])c1ccnn1Cc1ccc(OC)cc1. Product: CCC(CC)C(N)c1ccnn1Cc1ccc(OC)cc1. RXN SMILES: [CH3:24][OH:25].[N:1](=[N+:2]=[N-:3])[CH:4]([CH:5]([CH2:6][CH3:7])[CH2:8][CH3:9])[c:10]1[cH:11][cH:12][n:13][n:14]1[CH2:15][c:16]1[cH:17][cH:18][c:19]([O:22][CH3:23])[cH:20][cH:21]1>>[NH2:1][CH:4]([CH:5]([CH2:6][CH3:7])[CH2:8][CH3:9])[c:10]1[cH:11][cH:12][n:13][n:14]1[CH2:15][c:16]1[cH:17][cH:18][c:19]([O:22][CH3:23])[cH:20][cH:21]1. Reactants: Cc1cc(Nc2ncnc3ccn(CCNC(=O)OC(C)(C)C)c23)ccc1Oc1cccc(OC(F)(F)F)c1, ClCCl, O=C(O)C(F)(F)F. RXN SMILES: [CH3:1][c:2]1[cH:3][c:4]([NH:20][c:21]2[c:22]3[c:23]([n:24][cH:25][n:26]2)[cH:27][cH:28][n:29]3[CH2:30][CH2:31][NH:32][C:33](=[O:34])[O:35][C:36]([CH3:37])([CH3:38])[CH3:39])[cH:5][cH:6][c:7]1[O:8][c:9]1[cH:10][c:11]([O:15][C:16]([F:17])([F:18])[F:19])[cH:12][cH:13][cH:14]1.[Cl:47][CH2:48][Cl:49].[OH:40][C:41]([C:42]([F:43])([F:44])[F:45])=[O:46]>>[CH3:1][c:2]1[cH:3][c:4]([NH:20][c:21]2[c:22]3[c:23]([n:24][cH:25][n:26]2)[cH:27][cH:28][n:29]3[CH2:30][CH2:31][NH2:32])[cH:5][cH:6][c:7]1[O:8][c:9]1[cH:10][c:11]([O:15][C:16]([F:17])([F:18])[F:19])[cH:12][cH:13][cH:14]1. Yields the product Cc1cc(Nc2ncnc3ccn(CCN)c23)ccc1Oc1cccc(OC(F)(F)F)c1. The reactants are ClC(=O)CC1=CC=C(C(=O)[O-])C=C1 (p-chlorocarbonylmethylbenzoate), NC1=C(C=C(C(=C1)[N+](=O)[O-])[N+](=O)[O-])N (1,2-diamino-4,5-dinitrobenzene), C1=CC(=CC=C1Cl)Cl (dichlorobenzene). The product is C(=O)(OC)C1=CC=C(C=C1)C=1NC2=C(N1)C=C(C(=C2)[N+](=O)[O-])[N+](=O)[O-] (2-[p-carbomethoxyphenyl]-5,6-dinitrobenzimidazole). The yield is 62.0%. Reaction SMILES: ClC([CH2:4][C:5]1[CH:13]=[CH:12][C:8]([C:9]([O-:11])=[O:10])=[CH:7][CH:6]=1)=O.[NH2:14][C:15]1[CH:20]=[C:19]([N+:21]([O-:23])=[O:22])[C:18]([N+:24]([O-:26])=[O:25])=[CH:17][C:16]=1[NH2:27].[CH:28]1C(Cl)=CC=C(Cl)C=1>>[C:9]([C:8]1[CH:7]=[CH:6][C:5]([C:4]2[NH:14][C:15]3[CH:20]=[C:19]([N+:21]([O-:23])=[O:22])[C:18]([N+:24]([O-:26])=[O:25])=[CH:17][C:16]=3[N:27]=2)=[CH:13][CH:12]=1)([O:11][CH3:28])=[O:10]. Procedure details: To a solution containing 10 g (45.8 mmole) of p-chlorocarbonylmethylbenzoate dissolved in 100 ml of dichlorobenzene was added 3.0 g (15.3 mmole) of 1,2-diamino-4,5-dinitrobenzene. After heating the resulting mixture to reflux under nitrogen (frothing), it was maintained at that temperature for 2 hours. The solution was then allowed to cool in ice for one hour, and the precipitate that formed was filtered by suction, washed with benzene and air-dried. Recrystallization from tetrahydrofuran (THF)-... Conditions: time 8 hour. The yield is 98.1%. The reactants are C(C)(C)(C)OC(N(CC1=CC=C(C=C1)CN(CC=1N(C=CN1)C)CC=1NC=CN1)CCCCN(CCC)CCC)=O ((4-dipropylamino-butyl)-(4-{[(1H-imidazol-2-ylmethyl)-(1-methyl-1H-imidazol-2-ylmethyl)-amino]-methyl}-benzyl)-carbamic acid t-butyl ester), Cl.CO (hydrogen chloride methanol). The solvent is CO (methanol). Reaction SMILES: C(OC(=O)[N:7]([CH2:30][CH2:31][CH2:32][CH2:33][N:34]([CH2:38][CH2:39][CH3:40])[CH2:35][CH2:36][CH3:37])[CH2:8][C:9]1[CH:14]=[CH:13][C:12]([CH2:15][N:16]([CH2:24][C:25]2[NH:26][CH:27]=[CH:28][N:29]=2)[CH2:17][C:18]2[N:19]([CH3:23])[CH:20]=[CH:21][N:22]=2)=[CH:11][CH:10]=1)(C)(C)C.Cl.CO>CO>[NH:29]1[CH:28]=[CH:27][N:26]=[C:25]1[CH2:24][N:16]([CH2:15][C:12]1[CH:13]=[CH:14][C:9]([CH2:8][NH:7][CH2:30][CH2:31][CH2:32][CH2:33][N:34]([CH2:35][CH2:36][CH3:37])[CH2:38][CH2:39][CH3:40])=[CH:10][CH:11]=1)[CH2:17][C:18]1[N:19]([CH3:23])[CH:20]=[CH:21][N:22]=1 |f:1.2|. The product is N1C(=NC=C1)CN(CC=1N(C=CN1)C)CC1=CC=C(CNCCCCN(CCC)CCC)C=C1 (N-(4-{[(1H-imidazol-2-ylmethyl)-(1-methyl-1H-imidazol-2-ylmethyl)-amino]-methyl}-benzyl)-N′,N′-dipropylbutane-1,4-diamine). Reported procedure: The compound (197 mg) obtained in Example 1-7 was dissolved in methanol (1.0 ml) and added with a 10% hydrogen chloride/methanol solution (3.0 ml) and the whole was stirred overnight at room temperature. After completion of the reaction, the solvent was distilled off and a hydrochloride (159 mg) of the subject compound was obtained as a white solid.